Dataset: the Open Reaction Database (ORD), a public repository of structured organic reaction records. Task: describe an organic reaction: reactants, conditions, products, and yield Starting materials: COC(=O)[C@@H]1C[C@@H]([C@H](C1)O)N=[N+]=[N-] ((1R,3S,4S)-3-azido-4-hydroxy-cyclopentanecarboxylic acid methyl ester), BrCCOC1OCCCC1 (2-(2-bromoethoxy)tetrahydro-2H-pyran). Product: COC(=O)C1C[C@@H]([C@H](C1)OCCOC1OCCCC1)N=[N+]=[N-] ((3S,4S)-3-azido-4-[2-(tetrahydro-pyran-2-yloxy)-ethoxy]-cyclopentanecarboxylic acid methyl ester). As a reaction SMILES: [CH3:1][O:2][C:3]([C@H:5]1[CH2:9][C@H:8]([OH:10])[C@@H:7]([N:11]=[N+:12]=[N-:13])[CH2:6]1)=[O:4].Br[CH2:15][CH2:16][O:17][CH:18]1[CH2:23][CH2:22][CH2:21][CH2:20][O:19]1>>[CH3:1][O:2][C:3]([CH:5]1[CH2:9][C@H:8]([O:10][CH2:15][CH2:16][O:17][CH:18]2[CH2:23][CH2:22][CH2:21][CH2:20][O:19]2)[C@@H:7]([N:11]=[N+:12]=[N-:13])[CH2:6]1)=[O:4]. Reported procedure: In analogy to example 11A (1R,3S,4S)-3-azido-4-hydroxy-cyclopentanecarboxylic acid methyl ester (CAS 213742-85-9) was reacted with 2-(2-bromoethoxy)tetrahydro-2H-pyran to give (3S,4S)-3-azido-4-[2-(tetrahydro-pyran-2-yloxy)-ethoxy]-cyclopentanecarboxylic acid methyl ester. Light yellow oil. MS 336.3 ([M+H]+).